The task is: describe an organic reaction: reactants, conditions, products, and yield. This data is from the Open Reaction Database (ORD), a public repository of structured organic reaction records. Reactants: C(C)(=O)OCC1=CC=C(O1)C=O (5-acetoxymethyl-2-furanaldehyde), N1CCOCC1 (morpholine), C(C)(=O)O[BH-](OC(C)=O)OC(C)=O.[Na+] (sodium triacetoxy borohydride). The solvent is ClCCl (dichloromethane), ClCCCl (1,2-dichloroethane). Reaction conditions: time 3 hour. The product is N1(CCOCC1)CC1=CC=C(O1)COC(C)=O (Acetic acid 5-(morpholin-4-yl)methyl-furan-2-ylmethyl ester). As a reaction SMILES: [C:1]([O:4][CH2:5][C:6]1[O:10][C:9]([CH:11]=O)=[CH:8][CH:7]=1)(=[O:3])[CH3:2].[NH:13]1[CH2:18][CH2:17][O:16][CH2:15][CH2:14]1.C(O[BH-](OC(=O)C)OC(=O)C)(=O)C.[Na+]>ClCCCl.ClCCl>[N:13]1([CH2:11][C:9]2[O:10][C:6]([CH2:5][O:4][C:1](=[O:3])[CH3:2])=[CH:7][CH:8]=2)[CH2:18][CH2:17][O:16][CH2:15][CH2:14]1 |f:2.3|. Procedure details: Under nitrogen atmosphere, to a solution of 2.0 g of 5-acetoxymethyl-2-furanaldehyde and 1.1 mL of morpholine in 35 mL of 1,2-dichloroethane was added 4.0 g of sodium triacetoxy borohydride at room temperature, and stirred at this temperature for 3 hours. The reaction solution was diluted with dichloromethane, washed successively with saturated aqueous sodium hydrogen carbonate and saturated brine, and then dried over anhydrous magnesium sulfate. The solvent was evaporated, and the residue was p... Conditions: temperature 50 celsius, time 1 hour. Run in CN(C)C=O (DMF). Procedure details: To a solution of 3-fluoro-4-nitrophenol (1.57 g, 10.0 mmol) in 20 mL of dry DMF was added bromoethane (540 mg, 5.0 mmol) and K2CO3 powder (500 mg). The resulting reaction mixture was warmed to 50° C. and stirred for 1 h. It was quenched by addition of 20 mL of H2O, extracted with diethyl ether (100 mL×2). The combined organic extracts were washed with brine (50 mL), dried (MgSO4), filtered, and concentrated in vacuo to afford 4-ethoxy-2-fluoro-1-nitrobenzene as a pale yellow oil: MS (ESI) 186 (M... Reaction SMILES: [F:1][C:2]1[CH:3]=[C:4]([OH:11])[CH:5]=[CH:6][C:7]=1[N+:8]([O-:10])=[O:9].Br[CH2:13][CH3:14].C([O-])([O-])=O.[K+].[K+]>CN(C=O)C>[CH2:13]([O:11][C:4]1[CH:5]=[CH:6][C:7]([N+:8]([O-:10])=[O:9])=[C:2]([F:1])[CH:3]=1)[CH3:14] |f:2.3.4|. The reactants are FC=1C=C(C=CC1[N+](=O)[O-])O (3-fluoro-4-nitrophenol), BrCC (bromoethane), C(=O)([O-])[O-].[K+].[K+] (K2CO3). Yields the product C(C)OC1=CC(=C(C=C1)[N+](=O)[O-])F (4-ethoxy-2-fluoro-1-nitrobenzene).